Task: describe an organic reaction: reactants, conditions, products, and yield. Dataset: the Open Reaction Database (ORD), a public repository of structured organic reaction records Reactants: Cc1cc(O)c2ccc(OCc3ccc(C#N)cc3)cc2n1, O=P(Cl)(Cl)Cl. The product is Cc1cc(Cl)c2ccc(OCc3ccc(C#N)cc3)cc2n1. As a reaction SMILES: [OH:1][c:2]1[cH:3][c:4]([CH3:22])[n:5][c:6]2[cH:7][c:8]([O:12][CH2:13][c:14]3[cH:15][cH:16][c:17]([C:18]#[N:19])[cH:20][cH:21]3)[cH:9][cH:10][c:11]12.[P:23]([Cl:24])([Cl:25])([Cl:26])=[O:27]>>[c:2]1([Cl:25])[cH:3][c:4]([CH3:22])[n:5][c:6]2[cH:7][c:8]([O:12][CH2:13][c:14]3[cH:15][cH:16][c:17]([C:18]#[N:19])[cH:20][cH:21]3)[cH:9][cH:10][c:11]12.